This data is from the Open Reaction Database (ORD), a public repository of structured organic reaction records. The task is: describe an organic reaction: reactants, conditions, products, and yield Reactants: C(=O)C1=CC=C(C(=O)OCC2=CC=CC=C2)C=C1 (benzyl 4-formylbenzoate), FC(C1=CC=C(C=C1)[C@H](C)N)(F)F ((1S)-1-[4-(trifluoromethyl)phenyl]ethylamine). The product is FC(C1=CC=C(C=C1)[C@H](C)NCC1=CC=C(C(=O)OCC2=CC=CC=C2)C=C1)(F)F (benzyl 4-[({(1S)-1-[4-(trifluoromethyl)phenyl]ethyl}amino)methyl]benzoate). Yield: 83.0%. RXN SMILES: [CH:1]([C:3]1[CH:18]=[CH:17][C:6]([C:7]([O:9][CH2:10][C:11]2[CH:16]=[CH:15][CH:14]=[CH:13][CH:12]=2)=[O:8])=[CH:5][CH:4]=1)=O.[F:19][C:20]([F:31])([F:30])[C:21]1[CH:26]=[CH:25][C:24]([C@@H:27]([NH2:29])[CH3:28])=[CH:23][CH:22]=1>>[F:19][C:20]([F:30])([F:31])[C:21]1[CH:22]=[CH:23][C:24]([C@@H:27]([NH:29][CH2:1][C:3]2[CH:18]=[CH:17][C:6]([C:7]([O:9][CH2:10][C:11]3[CH:16]=[CH:15][CH:14]=[CH:13][CH:12]=3)=[O:8])=[CH:5][CH:4]=2)[CH3:28])=[CH:25][CH:26]=1. Procedure: The same procedure as employed in the preparation of Example 226 (step a) but using benzyl 4-formylbenzoate and (1S)-1-[4-(trifluoromethyl)phenyl]ethylamine gave the title compound as a pale yellow oil (83%). M+(LC/MS(ESI)): 414.3. HPLC (Condition A), Rt: 3.77 min (HPLC purity: 99.1%). The reactants are OC(CC=C)C=1OC=CC1 (2-(1-hydroxy-3-butenyl)-furan), O.CC(=O)C (water acetone), polyphosphoric acid. Reaction conditions: temperature 55 celsius, time 48 hour. Yields the product OC(CC=C)C=1OC=CC1 (2-(1-hydroxy-3-butenyl)furan), OC1C=CC(C1CC=C)=O (4-hydroxy-5-allyl-2-cyclopentenone). Isolated yield 65.5%. As a reaction SMILES: [OH:1][CH:2]([C:6]1[O:7][CH:8]=[CH:9][CH:10]=1)[CH2:3][CH:4]=[CH2:5].O.CC(C)=[O:14]>>[OH:1][CH:2]([C:6]1[O:7][CH:8]=[CH:9][CH:10]=1)[CH2:3][CH:4]=[CH2:5].[OH:14][CH:6]1[CH:2]([CH2:3][CH:4]=[CH2:5])[C:8](=[O:7])[CH:9]=[CH:10]1 |f:1.2|. Procedure: Into 350 ml of a water-acetone (1:6 by volume) mixture, was dissolved 10 g of 2-(1-hydroxy-3-butenyl)-furan. To the solution heated at 55° C. under reflux, was added dropwise 6.6 g of polyphosphoric acid. After having been stirred at 55° C. for 48 hours, the reaction mixture was stripped of the acetone by distillation and the residue was extracted twice with 300 ml of ether. The extract solution was washed with an aqueous sodium hydrogencarbonate solution, then with saturated sodium chloride sol...